This data is from the Open Reaction Database (ORD), a public repository of structured organic reaction records. The task is: describe an organic reaction: reactants, conditions, products, and yield Reactants: C1CNCCC12CCC(CC2)CC(=O)OCC (ethyl (3-aza-spiro[5.5]undec-9-yl)acetate), C(=C)C1=CC=NC=C1 (4-vinylpyridine). Solvent: C(C)#N (acetonitrile). Yields the product N1=CC=C(C=C1)CCN1CCC2(CC1)CCC(CC2)CC(=O)OCC (Ethyl (3-(2-(Pyridin-4-yl)ethyl)-3-azaspiro[5.5]undec-9-yl)acetate). RXN SMILES: [CH2:1]1[C:6]2([CH2:11][CH2:10][CH:9]([CH2:12][C:13]([O:15][CH2:16][CH3:17])=[O:14])[CH2:8][CH2:7]2)[CH2:5][CH2:4][NH:3][CH2:2]1.[CH:18]([C:20]1[CH:25]=[CH:24][N:23]=[CH:22][CH:21]=1)=[CH2:19]>C(#N)C>[N:23]1[CH:24]=[CH:25][C:20]([CH2:18][CH2:19][N:3]2[CH2:2][CH2:1][C:6]3([CH2:11][CH2:10][CH:9]([CH2:12][C:13]([O:15][CH2:16][CH3:17])=[O:14])[CH2:8][CH2:7]3)[CH2:5][CH2:4]2)=[CH:21][CH:22]=1. Procedure: A solution of 0.48 g (2.0 mmol) of the intermediate from Example 1, Step C and 0.21 g (2.0 mmol) 4-vinylpyridine in 6 ml acetonitrile were heated at 80° C. over night. The solvent was removed under reduced pressure, and the remaining solid title compound was purified by stirring several times with tert.-butylmethylether, filtered with suction, and dried in vacuo. The reactants are Cl.CN(CCOC1=CC=C(C(=O)O)C=C1)C (4-[2-(dimethylamino)ethoxy]benzoic acid hydrochloride), C(O)([O-])=O.[Na+] (sodium hydrogencarbonate), Cl.C(C)N=C=NCCCN(C)C (1-ethyl-3-[3-(dimethylamino)propyl]carbodiimide hydrochloride), Cl.Cl.C(C)OC=1C=C(CN2N=CC=3C2=NC=NC3N3CCNCC3)C=CC1 (1-(3-ethoxybenzyl)-4-piperazin-1-yl-1H-pyrazolo[3,4-d]pyrimidine dihydrochloride), ON1N=NC2=C1C=CC=C2 (1-hydroxybenzotriazole). Solvent: C(Cl)Cl (methylene chloride), C(C)N(CC)CC (triethylamine), C(Cl)(Cl)Cl (chloroform). Conditions: time 17 hour. The product is C(C)OC=1C=C(CN2N=CC=3C2=NC=NC3N3CCN(CC3)C(C3=CC=C(C=C3)OCCN(C)C)=O)C=CC1 (1-(3-ethoxybenzyl)-4-[4-[4-[2-(dimethylamino)ethoxy]benzoyl]piperazin-1-yl]-1H-pyrazolo[3,4-d]pyrimidine). The yield is 80.0%. RXN SMILES: Cl.[CH3:2][N:3]([CH3:16])[CH2:4][CH2:5][O:6][C:7]1[CH:15]=[CH:14][C:10]([C:11]([OH:13])=O)=[CH:9][CH:8]=1.Cl.Cl.[CH2:19]([O:21][C:22]1[CH:23]=[C:24]([CH:41]=[CH:42][CH:43]=1)[CH2:25][N:26]1[C:30]2=[N:31][CH:32]=[N:33][C:34]([N:35]3[CH2:40][CH2:39][NH:38][CH2:37][CH2:36]3)=[C:29]2[CH:28]=[N:27]1)[CH3:20].ON1C2C=CC=CC=2N=N1.Cl.C(N=C=NCCCN(C)C)C.C(=O)([O-])O.[Na+]>C(Cl)(Cl)Cl.C(N(CC)CC)C.C(Cl)Cl>[CH2:19]([O:21][C:22]1[CH:23]=[C:24]([CH:41]=[CH:42][CH:43]=1)[CH2:25][N:26]1[C:30]2=[N:31][CH:32]=[N:33][C:34]([N:35]3[CH2:36][CH2:37][N:38]([C:11](=[O:13])[C:10]4[CH:9]=[CH:8][C:7]([O:6][CH2:5][CH2:4][N:3]([CH3:2])[CH3:16])=[CH:15][CH:14]=4)[CH2:39][CH2:40]3)=[C:29]2[CH:28]=[N:27]1)[CH3:20] |f:0.1,2.3.4,6.7,8.9|. Reported procedure: To 4-[2-(dimethylamino)ethoxy]benzoic acid hydrochloride (66 mg, compound obtained in Reference example 78(2)) is added successively methylene chloride (2 mL), 1-(3-ethoxybenzyl)-4-piperazin-1-yl-1H-pyrazolo[3,4-d]pyrimidine dihydrochloride (100 mg), 1-hydroxybenzotriazole (49.3 mg), triethylamine (118.6 μL) and 1-ethyl-3-[3-(dimethylamino)propyl]carbodiimide hydrochloride (70 mg) and the mixture is stirred at room temperature for 17 hours. The reaction mixture is diluted with chloroform (5 mL) ... The reactants are ClC=1C=C(C(=O)NNC(CCl)=O)C=C(C1)Cl (3,5-dichloro-N′-(2-chloroacetyl)benzohydrazide), P(=O)(Cl)(Cl)Cl (phosphorous oxychloride). The solvent is C(C)#N (acetonitrile). Product: ClCC=1OC(=NN1)C1=CC(=CC(=C1)Cl)Cl (2-(chloromethyl)-5-(3,5-dichlorophenyl)-1,3,4-oxadiazole). Isolated yield 88.1%. As a reaction SMILES: [Cl:1][C:2]1[CH:3]=[C:4]([CH:13]=[C:14]([Cl:16])[CH:15]=1)[C:5]([NH:7][NH:8][C:9](=[O:12])[CH2:10][Cl:11])=O.P(Cl)(Cl)(Cl)=O>C(#N)C>[Cl:11][CH2:10][C:9]1[O:12][C:5]([C:4]2[CH:3]=[C:2]([Cl:1])[CH:15]=[C:14]([Cl:16])[CH:13]=2)=[N:7][N:8]=1. Reported procedure: To a mixture of 3,5-dichlorobenzohydrazide 5 (0.5 g, 2.4 mmol) and K2CO3 (0.61 g, 4.4 mmol) in acetonitrile (30 mL) was added 2-chloroacetyl chloride (0.41 g, 3.66 mmol) dropwise at ambient temperature. The resulting mixture was stirred at ambient temperature for 16 hours. The solid was collected, washed with H2O and ether, and dried to afford 3,5-dichloro-N′-(2-chloroacetyl)benzohydrazide 6 (0.63 g, 92%) which was used for the next step without further purification. A mixture of 3,5-dichloro-N′... The reactants are NC1=C2C(=NC=N1)N(N=C2C)C(C)C=2C(=C(C(=C(C2)Cl)C#N)C2CN(C2)C(C(=O)OC(C)(C)C)(C)C)OCC (tert-Butyl 2-(3-{3-[1-(4-amino-3-methyl-1H-pyrazolo[3,4-d]pyrimidin-1-yl)ethyl]-5-chloro-6-cyano-2-ethoxyphenyl}azetidin-1-yl)-2-methylpropanoate), NC1=C2C(=NC=N1)N(N=C2C)C(C)C=2C(=C(C(=C(C2)Cl)C#N)C2CN(C2)C(C(=O)OC(C)(C)C)(C)C)OCC (tert-Butyl 2-(3-{3-[1-(4-amino-3-methyl-1H-pyrazolo[3,4-d]pyrimidin-1-yl)ethyl]-5-chloro-6-cyano-2-ethoxyphenyl}azetidin-1-yl)-2-methylpropanoate), FC(C(=O)O)(F)F (trifluoroacetic acid). The solvent is O (water). Conditions: temperature 50 celsius, time 30 minute. Yields the product FC(C(=O)O)(F)F.FC(C(=O)O)(F)F.NC1=C2C(=NC=N1)N(N=C2C)C(C)C=2C(=C(C(=C(C2)Cl)C#N)C2CN(C2)C(C(=O)O)(C)C)OCC (2-(3-{3-[1-(4-Amino-3-methyl-1H-pyrazolo[3,4-d]pyrimidin-1-yl)ethyl]-5-chloro-6-cyano-2-ethoxyphenyl}azetidin-1-yl)-2-methylpropanoic acid bis(trifluoroacetate)). RXN SMILES: [NH2:1][C:2]1[N:7]=[CH:6][N:5]=[C:4]2[N:8]([CH:12]([C:14]3[C:15]([O:37][CH2:38][CH3:39])=[C:16]([CH:23]4[CH2:26][N:25]([C:27]([CH3:36])([CH3:35])[C:28]([O:30]C(C)(C)C)=[O:29])[CH2:24]4)[C:17]([C:21]#[N:22])=[C:18]([Cl:20])[CH:19]=3)[CH3:13])[N:9]=[C:10]([CH3:11])[C:3]=12.[F:40][C:41]([F:46])([F:45])[C:42]([OH:44])=[O:43]>O>[F:40][C:41]([F:46])([F:45])[C:42]([OH:44])=[O:43].[F:40][C:41]([F:46])([F:45])[C:42]([OH:44])=[O:43].[NH2:1][C:2]1[N:7]=[CH:6][N:5]=[C:4]2[N:8]([CH:12]([C:14]3[C:15]([O:37][CH2:38][CH3:39])=[C:16]([CH:23]4[CH2:26][N:25]([C:27]([CH3:35])([CH3:36])[C:28]([OH:30])=[O:29])[CH2:24]4)[C:17]([C:21]#[N:22])=[C:18]([Cl:20])[CH:19]=3)[CH3:13])[N:9]=[C:10]([CH3:11])[C:3]=12 |f:3.4.5|. Procedure: tert-Butyl 2-(3-{3-[1-(4-amino-3-methyl-1H-pyrazolo[3,4-d]pyrimidin-1-yl)ethyl]-5-chloro-6-cyano-2-ethoxyphenyl}azetidin-1-yl)-2-methylpropanoate (0.36 g, 0.65 mmol, chiral intermediate from Example 236) was dissolved in a premixed solution of trifluoroacetic acid (3.2 mL)/water (0.065 mL) and stirred at room temperature for 3 h and at 50° C. for 30 min. The reaction mixture was concentrated and reconcentrated from acetonitrile (2×) to give the desired product as a gum. This gum was treated with... The reactants are CCOC(=O)CC1CN(c2nc3c(C#N)c(C)c(-c4ccccc4)c(N4CCC(N(C)C)C4)c3o2)C1, Cl, [Na+], C1CCOC1, [OH-]. Product: Cc1c(-c2ccccc2)c(N2CCC(N(C)C)C2)c2oc(N3CC(CC(=O)O)C3)nc2c1C#N. As a reaction SMILES: [C:1](#[N:2])[c:3]1[c:4]([CH3:36])[c:5](-[c:30]2[cH:31][cH:32][cH:33][cH:34][cH:35]2)[c:6]([N:22]2[CH2:23][CH:24]([N:27]([CH3:28])[CH3:29])[CH2:25][CH2:26]2)[c:7]2[c:8]1[n:9][c:10]([N:12]1[CH2:13][CH:14]([CH2:16][C:17](=[O:18])[O:19][CH2:20][CH3:21])[CH2:15]1)[o:11]2.[ClH:39].[Na+:38].[O:40]1[CH2:41][CH2:42][CH2:43][CH2:44]1.[OH-:37]>>[C:1](#[N:2])[c:3]1[c:4]([CH3:36])[c:5](-[c:30]2[cH:31][cH:32][cH:33][cH:34][cH:35]2)[c:6]([N:22]2[CH2:23][CH:24]([N:27]([CH3:28])[CH3:29])[CH2:25][CH2:26]2)[c:7]2[c:8]1[n:9][c:10]([N:12]1[CH2:13][CH:14]([CH2:16][C:17](=[O:18])[OH:19])[CH2:15]1)[o:11]2. Starting materials: NC1=NC=CC=C1O (2-amino-3-hydroxypyridine), ClCCl (dichloromethane), [OH-].[Na+] (sodium hydroxide), FC1=C(CBr)C=CC=C1C (2-fluoro-3-methylbenzyl bromide). Reagents/catalysts: CCCCCCCC[N+](C)(CCCCCCCC)CCCCCCCC.[Cl-] (Adogen 464). The solvent is O (water). Run at time 5 minute. The product is NC1=NC=CC=C1OCC1=C(C(=CC=C1)C)F (2-Amino-3-(2-fluoro-3-methylbenzyloxy)pyridine). As a reaction SMILES: [NH2:1][C:2]1[C:7]([OH:8])=[CH:6][CH:5]=[CH:4][N:3]=1.ClCCl.[OH-].[Na+].[F:14][C:15]1[C:22]([CH3:23])=[CH:21][CH:20]=[CH:19][C:16]=1[CH2:17]Br>CCCCCCCC[N+](CCCCCCCC)(CCCCCCCC)C.[Cl-].O>[NH2:1][C:2]1[C:7]([O:8][CH2:17][C:16]2[CH:19]=[CH:20][CH:21]=[C:22]([CH3:23])[C:15]=2[F:14])=[CH:6][CH:5]=[CH:4][N:3]=1 |f:2.3,5.6|. Procedure details: A mixture of 2-amino-3-hydroxypyridine (2.8 g, 0.026 mol), dichloromethane (20 ml) and 40% aqueous sodium hydroxide solution (20 ml) was stirred for five minutes, then 2-fluoro-3-methylbenzyl bromide (5.0 g, 0.026 mol) and Adogen 464 (3 ml) were added and stirring continued for 16 hours. The mixture was diluted with water and extracted with dichloromethane. Drying and evaporation of the organic extracts, and trituration with ether gave the desired product. Yield 3.99 g (66%), m.p. 115°-118 ° C. Starting materials: CN(C)C=O, N#C[K], CC(=O)NCC1CN(c2ccc(N3CCC(=O)C(C)(C)C3)c(F)c2)C(=O)O1. The product is CC(=O)NCC1CN(c2ccc(N3CCC(O)(C#N)C(C)(C)C3)c(F)c2)C(=O)O1. RXN SMILES: [CH3:31][N:32]([CH3:33])[CH:34]=[O:35].[K:28][C:29]#[N:30].[O:1]=[C:2]1[C:3]([CH3:26])([CH3:27])[CH2:4][N:5]([c:8]2[c:9]([F:25])[cH:10][c:11]([N:14]3[C:15](=[O:24])[O:16][CH:17]([CH2:19][NH:20][C:21]([CH3:22])=[O:23])[CH2:18]3)[cH:12][cH:13]2)[CH2:6][CH2:7]1>>[OH:1][C:2]1([C:29]#[N:30])[C:3]([CH3:26])([CH3:27])[CH2:4][N:5]([c:8]2[c:9]([F:25])[cH:10][c:11]([N:14]3[C:15](=[O:24])[O:16][CH:17]([CH2:19][NH:20][C:21]([CH3:22])=[O:23])[CH2:18]3)[cH:12][cH:13]2)[CH2:6][CH2:7]1.